From a dataset of the Open Reaction Database (ORD), a public repository of structured organic reaction records. describe an organic reaction: reactants, conditions, products, and yield The reactants are CCC(C(=O)O)c1ccc(C(=O)O)cc1, C[Si](C)(C)C#N, COC(=O)c1ccc2c(c1)C(=O)CCC2, [I-], [I-], O=P(Cl)(Cl)Cl, [Zn+2], c1ccncc1. Product: COC(=O)c1ccc2c(c1)C(C#N)=CCC2. As a reaction SMILES: [C:33]([c:34]1[cH:35][cH:36][c:37]([CH:38]([CH2:39][CH3:40])[C:41]([OH:42])=[O:43])[cH:44][cH:45]1)([OH:46])=[O:47].[CH3:16][Si:17]([CH3:18])([CH3:19])[C:20]#[N:21].[CH3:1][O:2][C:3](=[O:4])[c:5]1[cH:6][cH:7][c:8]2[c:13]([cH:14]1)[C:12](=[O:15])[CH2:11][CH2:10][CH2:9]2.[I-:48].[I-:50].[P:28]([Cl:29])([Cl:30])([Cl:31])=[O:32].[Zn+2:49].[cH:22]1[cH:23][cH:24][n:25][cH:26][cH:27]1>>[CH3:1][O:2][C:3](=[O:4])[c:5]1[cH:6][cH:7][c:8]2[c:13]([cH:14]1)[C:12]([C:20]#[N:21])=[CH:11][CH2:10][CH2:9]2. Reactants: OC(C)(C)C=1N=C(NC1C(=O)O)CCC (4-(1-hydroxy-1-methylethyl)-2-propylimidazole-5-carboxylic acid), OC(C)(C)C=1N=C(NC1C(=O)O)CCC (4-(1-hydroxy-1-methylethyl)-2-propylimidazole-5-carboxylic acid), S(=O)(Cl)Cl (thionyl chloride), C(C)O (ethanol). As a reaction SMILES: [OH:1][C:2]([C:5]1[N:6]=[C:7]([CH2:13][CH2:14][CH3:15])[NH:8][C:9]=1[C:10]([OH:12])=[O:11])([CH3:4])[CH3:3].S(Cl)(Cl)=O.[CH2:20](O)[CH3:21]>>[OH:1][C:2]([C:5]1[N:6]=[C:7]([CH2:13][CH2:14][CH3:15])[NH:8][C:9]=1[C:10]([O:12][CH2:20][CH3:21])=[O:11])([CH3:4])[CH3:3]. Procedure details: 3.0 grams of 4-(1-hydroxy-1-methylethyl)-2-propylimidazole-5-carboxylic acid (formula III) from Example 4, 30 ml of ethanol, and 3.36 grams of thionyl chloride were added into 100 ml three-necked flask, and refluxed until the reaction completed. The reaction mixture was then allowed to cool to ambient temperature, the solvent was evaporated, 30 ml of ethyl acetate and 30 ml of water were added, and the mixture was adjusted to basic using sodium bicarbonate. The organic layer was separated and th... Yield: 85.0%. Yields the product OC(C)(C)C=1N=C(NC1C(=O)OCC)CCC (ethyl 4-(1-hydroxy-1-methylethyl)-2-propyl-imidazole-5-carboxylate). Starting materials: CC1=C(OCCCC(=O)OCC)C=C(C=C1C)C (ethyl 4-(2,3,5-trimethylphenoxy)butyrate), ClS(=O)(=O)O (chlorosulfonic acid). Run in ClCCl (dichloromethane), C(Cl)Cl (CH2Cl2). Reaction conditions: time 2.5 hour. Product: C(C)OC(=O)CCCOC1=C(C(=C(C(=C1)C)S(=O)(=O)Cl)C)C (4-(3-ethoxycarbonylpropoxy)-2,3,6-trimethylbenzenesulfonyl chloride). As a reaction SMILES: [Cl:1][S:2]([OH:5])(=O)=[O:3].[CH3:6][C:7]1[C:21]([CH3:22])=[CH:20][C:19]([CH3:23])=[CH:18][C:8]=1[O:9][CH2:10][CH2:11][CH2:12][C:13]([O:15][CH2:16][CH3:17])=[O:14]>ClCCl>[CH2:16]([O:15][C:13]([CH2:12][CH2:11][CH2:10][O:9][C:8]1[CH:18]=[C:19]([CH3:23])[C:20]([S:2]([Cl:1])(=[O:5])=[O:3])=[C:21]([CH3:22])[C:7]=1[CH3:6])=[O:14])[CH3:17]. Reported procedure: A mixture of chlorosulfonic acid (4.78 ml) and CH2Cl2 (25 ml) was added dropwise into a mixture of ethyl 4-(2,3,5-trimethylphenoxy)butyrate (6.00 g) and dichloromethane (CH2Cl2, 500 ml) under ice-water cooling over 10 minutes, and was stirred at room temperature for 2.5 hours. The reaction mixture was poured into a mixture of ice and sat. NaHCO3aq. The separated organic phase was washed with sat. NaHCO3aq., water, and brine, and was dried over MgSO4. After filtration, the filtrate was evaporated... Reactants: COC(C=1C=C(C=CC1)C1=NC=C2C=3N1CCC3NC(C=C2)=O)OC (1-(3-Dimethoxymethyl-phenyl)-8,9-dihydro-7H-2,7,9a-triaza-benzo[cd]azulen-6-one), [K+].[Br-] (KBr), C19H19N3O3. The solvent is CO.C(Cl)(Cl)Cl (MeOH CHCl3). The product is O=C1C=CC=2C=3N(CCC3N1)C(=NC2)C=2C=C(C=O)C=CC2 (3-(6-Oxo-6,7,8,9-tetrahydro-2,7,9a-triaza-benzo[cd]azulen-1-yl)-benzaldehyde). RXN SMILES: C[O:2][CH:3](OC)[C:4]1[CH:5]=[C:6]([C:10]2[N:15]3[CH2:16][CH2:17][C:18]4[NH:19][C:20](=[O:23])[CH:21]=[CH:22][C:13]([C:14]=43)=[CH:12][N:11]=2)[CH:7]=[CH:8][CH:9]=1.[K+].[Br-]>CO.C(Cl)(Cl)Cl>[O:23]=[C:20]1[NH:19][C:18]2[CH2:17][CH2:16][N:15]3[C:10]([C:6]4[CH:5]=[C:4]([CH:9]=[CH:8][CH:7]=4)[CH:3]=[O:2])=[N:11][CH:12]=[C:13]([C:14]=23)[CH:22]=[CH:21]1 |f:1.2,3.4|. Procedure details: 1-(3-Dimethoxymethyl-phenyl)-8,9-dihydro-7H-2,7,9a-triaza-benzo[cd]azulen-6-one (31a) was isolated during flash silica gel column chromatography as a by-product in the form of a white solid: mp=182-185° C.; Rf=0.15 (5% MeOH/CHCl3); IR (KBr) 2361, 1653, 1458, 1091, 1046 cm−1; 1H NMR (DMSO-d6) δ 3.31 (s, 6H), 3.52-3.54 (m, 2H), 4.45-4.46 (m, 2H), 5.50 (s, 1H), 7.36 (t, 1H, J=7.8 Hz), 7.58-7.60 (m, 2H), 7.81-7.92 (m, 4H), 8.43-8.45 (m, 1H). HRMS calcd for C19H19N3O3 337.1426 (M+), found 337.1415. A... Reactants: O=C([O-])[O-], CCOc1cc(N2CCN(C3CCNCC3)CC2)ccc1[N+](=O)[O-], CC#N, FCCI, [Na+], [Na+]. Product: CCOc1cc(N2CCN(C3CCN(CCF)CC3)CC2)ccc1[N+](=O)[O-]. Reaction SMILES: [C:29](=[O:30])([O-:31])[O-:32].[CH2:1]([CH3:2])[O:3][c:4]1[cH:5][c:6]([N:13]2[CH2:14][CH2:15][N:16]([CH:19]3[CH2:20][CH2:21][NH:22][CH2:23][CH2:24]3)[CH2:17][CH2:18]2)[cH:7][cH:8][c:9]1[N+:10](=[O:11])[O-:12].[CH3:35][C:36]#[N:37].[I:25][CH2:26][CH2:27][F:28].[Na+:33].[Na+:34]>>[CH2:1]([CH3:2])[O:3][c:4]1[cH:5][c:6]([N:13]2[CH2:14][CH2:15][N:16]([CH:19]3[CH2:20][CH2:21][N:22]([CH2:26][CH2:27][F:28])[CH2:23][CH2:24]3)[CH2:17][CH2:18]2)[cH:7][cH:8][c:9]1[N+:10](=[O:11])[O-:12]. Starting materials: benzylamino, 51.5, CCO (EtOH), Pd--C, HClO4, 7-azabicyclo[3.1.0]heptane, CNC (dimethylamine). Reaction conditions: time 19 hour. Yields the product CN([C@H]1[C@@H](CCCC1)N)C (trans-N,N-Dimethyl-1,2-cyclohexanediamine). Reaction SMILES: [CH3:1][NH:2][CH3:3].[CH3:4][CH2:5]O>>[CH3:1][N:2]([CH3:1])[C@@H:3]1[CH2:4][CH2:5][CH2:5][CH2:4][C@H:3]1[NH2:2]. Procedure: A solution of the benzylamino compound was hydrogenated in two batches each containing 30.5 g. (0.131 mole), 175 ml. EtOH, 3.5 g Pd--C and 56.5 g. (0.394 mole) of 70% HClO4, at initial pressure of 51.5 p.s.i. for 19 hours. The two batches were combined, filtered through Celite and evaporated in vacuo at 45°. The residue was cooled in ice, basified with 40% KOH to pH 11. The resulting thick suspension was extracted with ether (5×200 ml), the ether extract was dried (MgSO4) and evaporated through ... Starting materials: CC1=C(C#N)C(=CC=C1)C (2,6-dimethylbenzonitrile), BrBr (bromine), C(Cl)(Cl)Cl (chloroform), [Al+3].[Cl-].[Cl-].[Cl-] (AlCl3). Run in O (water). Reaction conditions: time 24 hour. Yields the product BrC=1C(=C(C#N)C(=CC1)C)C (3-Bromo-2,6-dimethylbenzonitrile). RXN SMILES: [CH3:1][C:2]1[CH:9]=[CH:8][CH:7]=[C:6]([CH3:10])[C:3]=1[C:4]#[N:5].[Br:11]Br.C(Cl)(Cl)Cl.[Al+3].[Cl-].[Cl-].[Cl-]>O>[Br:11][C:9]1[C:2]([CH3:1])=[C:3]([C:6]([CH3:10])=[CH:7][CH:8]=1)[C:4]#[N:5] |f:3.4.5.6|. Reported procedure: A mixture of 2,6-dimethylbenzonitrile (5.0 g, 38.0 mmol), bromine (1.9 ml, 38.0 mmol) and chloroform (10 ml) is stirred at room temperature for 24 hours and subsequently heated to 60° C. for 6 hours. Upon cooling down to 0° C., 10 g of AlCl3 are added and the mixture is stirred for 4 hours at 0° C. The reaction mixture is poured into water and extracted with toluene. The organic phase is separated and concentrated and the residue is purified by column chromatography yielding the pure product as ...